Dataset: the Open Reaction Database (ORD), a public repository of structured organic reaction records. Task: describe an organic reaction: reactants, conditions, products, and yield The reactants are CC1=NC=CC(=C1)C#CC=1N=C(NC1)C (2-methyl-4-(2-methyl-1H-imidazol-4-ylethynyl)-pyridine), Cl.ClCC=1C=CC(=NC1)C (5-chloromethyl-2-methyl-pyridine hydrochloride). Product: CC1=NC=C(C=C1)CN1C(=NC(=C1)C#CC1=CC(=NC=C1)C)C (4-[1-(2-Methyl-pyridin-5-ylmethyl)-2-methyl-1H-imidazol-4-ylethynyl]-2-methyl-pyridine). As a reaction SMILES: [CH3:1][C:2]1[CH:7]=[C:6]([C:8]#[C:9][C:10]2[N:11]=[C:12]([CH3:15])[NH:13][CH:14]=2)[CH:5]=[CH:4][N:3]=1.Cl.Cl[CH2:18][C:19]1[CH:20]=[CH:21][C:22]([CH3:25])=[N:23][CH:24]=1>>[CH3:25][C:22]1[CH:21]=[CH:20][C:19]([CH2:18][N:13]2[CH:14]=[C:10]([C:9]#[C:8][C:6]3[CH:5]=[CH:4][N:3]=[C:2]([CH3:1])[CH:7]=3)[N:11]=[C:12]2[CH3:15])=[CH:24][N:23]=1 |f:1.2|. Procedure details: The title compound, MS: m/e=303.2 (M+H30), was prepared in accordance with the general method of example 1 from 2-methyl-4-(2-methyl-1H-imidazol-4-ylethynyl)-pyridine and 5-chloromethyl-2-methyl-pyridine hydrochloride. The reactants are CN1CCCC1=O, O=C(Cl)c1cccc(C(F)(F)F)c1, Nc1cc(Oc2ccc3nc(NC(=O)C4CC4)cn3n2)ccc1Cl, [Na+], O=C([O-])O. Yields the product O=C(Nc1cc(Oc2ccc3nc(NC(=O)C4CC4)cn3n2)ccc1Cl)c1cccc(C(F)(F)F)c1. As a reaction SMILES: [CH3:43][N:44]1[CH2:45][CH2:46][CH2:47][C:48]1=[O:49].[F:25][C:26]([c:27]1[cH:28][c:29]([C:30](=[O:31])[Cl:32])[cH:33][cH:34][cH:35]1)([F:36])[F:37].[NH2:1][c:2]1[cH:3][c:4]([O:5][c:6]2[cH:7][cH:8][c:9]3[n:10]([n:11]2)[cH:12][c:13]([NH:15][C:16](=[O:17])[CH:18]2[CH2:19][CH2:20]2)[n:14]3)[cH:21][cH:22][c:23]1[Cl:24].[Na+:38].[OH:39][C:40](=[O:41])[O-:42]>>[NH:1]([c:2]1[cH:3][c:4]([O:5][c:6]2[cH:7][cH:8][c:9]3[n:10]([n:11]2)[cH:12][c:13]([NH:15][C:16](=[O:17])[CH:18]2[CH2:19][CH2:20]2)[n:14]3)[cH:21][cH:22][c:23]1[Cl:24])[C:30]([c:29]1[cH:28][c:27]([C:26]([F:25])([F:36])[F:37])[cH:35][cH:34][cH:33]1)=[O:31]. RXN SMILES: [CH3:34][OH:35].[ClH:33].[F:1][c:2]1[c:3]([C:4](=[O:5])[N:6]2[CH2:7][CH2:8][N:9]([C:12]([O:13][C:14]([CH3:15])([CH3:16])[CH3:17])=[O:18])[CH2:10][CH2:11]2)[cH:19][cH:20][cH:21][c:22]1[C:23]([F:24])([F:25])[F:26].[O:27]1[CH2:28][CH2:29][O:30][CH2:31][CH2:32]1>>[ClH:33].[F:1][c:2]1[c:3]([C:4](=[O:5])[N:6]2[CH2:7][CH2:8][NH:9][CH2:10][CH2:11]2)[cH:19][cH:20][cH:21][c:22]1[C:23]([F:24])([F:25])[F:26]. Yields the product Cl, O=C(c1cccc(C(F)(F)F)c1F)N1CCNCC1. Starting materials: CO, Cl, CC(C)(C)OC(=O)N1CCN(C(=O)c2cccc(C(F)(F)F)c2F)CC1, C1COCCO1. Starting materials: C(=O)[O-].[NH4+] (ammonium formate), CN(CCCC1(C2=C(CCC3=C1C=CC(=C3)OC)C=CC=C2)O)C (5-(3-dimethylamino-propyl)-2-methoxy-10,11-dihydro-5H-dibenzo[a,d]cyclohepten-5-ol). Reagents/catalysts: [Pd] (Pd/C). Run in C(C)(=O)O (acetic acid). Reaction conditions: temperature 60 celsius. The product is COC1=CC2=C(C(C3=C(CC2)C=CC=C3)CCCN(C)C)C=C1 (10,11-dihydro-2-methoxy-N,N-dimethyl-5H-dibenzo[a,d]cyclohepten-5-propylamine). The yield is 84.2%. As a reaction SMILES: [CH3:1][N:2]([CH3:24])[CH2:3][CH2:4][CH2:5][C:6]1(O)[C:12]2[CH:13]=[CH:14][C:15]([O:17][CH3:18])=[CH:16][C:11]=2[CH2:10][CH2:9][C:8]2[CH:19]=[CH:20][CH:21]=[CH:22][C:7]1=2.C([O-])=O.[NH4+]>[Pd].C(O)(=O)C>[CH3:18][O:17][C:15]1[CH:14]=[CH:13][C:12]2[CH:6]([CH2:5][CH2:4][CH2:3][N:2]([CH3:1])[CH3:24])[C:7]3[CH:22]=[CH:21][CH:20]=[CH:19][C:8]=3[CH2:9][CH2:10][C:11]=2[CH:16]=1 |f:1.2|. Procedure details: To 65 mg (0.19 mmol) of 4 was added 5 ml of glacial acetic acid. The mixture was heated to 60° C. and allowed to stir until the mixture was homogeneous. The reaction mixture was cooled to room temperature and 300 mg of 10% Pd/C was added followed by 1 g of ammonium formate. The mixture was heated to 70° C. and allowed to stir at that temperature for 4 hours. The reaction mixture was cooled to room temperature and filtered. The residue was washed with 50 ml of dichloromethane. The combined filtra... Reactants: ClC1=CNC2=CC=C(C=C12)C=O (3-Chloro-1H-indole-5-carbaldehyde), C(C)(C)(C)OC(=O)N1CCC(CC1)CCCCN1C=CC2=C(C=CC=C12)C=O (4-[4-(4-formyl-indol-1-yl)-butyl]-piperidine-1-carboxylic acid tert-butyl ester). Yields the product ClC1=CN(C2=CC=CC(=C12)C=O)CCCCC1CCN(CC1)C(=O)O (4-[4-(3-Chloro-4-formyl-indol-1-yl)-butyl]-piperidine-1-carboxylic acid). RXN SMILES: [Cl:1]C1C2C(=CC=C(C=O)C=2)NC=1.C([O:17][C:18]([N:20]1[CH2:25][CH2:24][CH:23]([CH2:26][CH2:27][CH2:28][CH2:29][N:30]2[C:38]3[C:33](=[C:34]([CH:39]=[O:40])[CH:35]=[CH:36][CH:37]=3)[CH:32]=[CH:31]2)[CH2:22][CH2:21]1)=[O:19])(C)(C)C>>[Cl:1][C:32]1[C:33]2[C:38](=[CH:37][CH:36]=[CH:35][C:34]=2[CH:39]=[O:40])[N:30]([CH2:29][CH2:28][CH2:27][CH2:26][CH:23]2[CH2:24][CH2:25][N:20]([C:18]([OH:17])=[O:19])[CH2:21][CH2:22]2)[CH:31]=1. Reported procedure: The title compound was prepared using methods analogous to those described for Intermediate 1 from 4-[4-(4-formyl-indol-1-yl)-butyl]-piperidine-1-carboxylic acid tert-butyl ester. MS: mass calcd. for C23H31ClN2O3, 418.20; m/z found, 441.3 [M+Na]+. Starting materials: C=CCc1ccccc1OCC1CO1, O=CO, CCCCCCCCNC(=O)N1CCC(Nc2ccc(CCN)cc2)CC1. Product: C=CCc1ccccc1OCC(O)CNCCc1ccc(NC2CCN(C(=O)NCCCCCCCC)CC2)cc1. Reaction SMILES: [CH2:31]([CH:32]=[CH2:33])[c:34]1[c:35]([O:36][CH2:37][CH:38]2[O:39][CH2:40]2)[cH:41][cH:42][cH:43][cH:44]1.[CH:1]([OH:2])=[O:3].[NH2:4][CH2:5][CH2:6][c:7]1[cH:8][cH:9][c:10]([NH:11][CH:12]2[CH2:13][CH2:14][N:15]([C:18](=[O:19])[NH:20][CH2:21][CH2:22][CH2:23][CH2:24][CH2:25][CH2:26][CH2:27][CH3:28])[CH2:16][CH2:17]2)[cH:29][cH:30]1>>[NH:4]([CH2:5][CH2:6][c:7]1[cH:8][cH:9][c:10]([NH:11][CH:12]2[CH2:13][CH2:14][N:15]([C:18](=[O:19])[NH:20][CH2:21][CH2:22][CH2:23][CH2:24][CH2:25][CH2:26][CH2:27][CH3:28])[CH2:16][CH2:17]2)[cH:29][cH:30]1)[CH2:40][CH:38]([CH2:37][O:36][c:35]1[c:34]([CH2:31][CH:32]=[CH2:33])[cH:44][cH:43][cH:42][cH:41]1)[OH:39]. Starting materials: ClC=1C2=C(N=CN1)N(C=C2C(=O)C2=C(C(=CC=C2)[N+](=O)[O-])C)C(C)C ((4-Chloro-7-isopropyl-7H-pyrrolo[2,3-d]pyrimidin-5-yl)-(2-methyl-3-nitro-phenyl)-methanone), NC=1C2=C(N=CN1)N(C=C2C(=O)C2=CC(=CC=C2)N)C2CCCC2 ((4-Amino-7-cyclopentyl-7H-pyrrolo[2,3-d]pyrimidin-5-yl)-(3-amino-phenyl)methanone). Product: NC=1C2=C(N=CN1)N(C=C2C(=O)C2=C(C(=CC=C2)N)C)C(C)C ((4-Amino-7-isopropyl-7H-pyrrolo[2,3-d]pyrimidin-5-yl)-(3-amino-2-methyl-phenyl)methanone). Reaction SMILES: Cl[C:2]1[C:3]2[C:10]([C:11]([C:13]3[CH:18]=[CH:17][CH:16]=[C:15]([N+:19]([O-])=O)[C:14]=3[CH3:22])=[O:12])=[CH:9][N:8]([CH:23]([CH3:25])[CH3:24])[C:4]=2[N:5]=[CH:6][N:7]=1.[NH2:26]C1C2C(C(C3C=CC=C(N)C=3)=O)=CN(C3CCCC3)C=2N=CN=1>>[NH2:26][C:2]1[C:3]2[C:10]([C:11]([C:13]3[CH:18]=[CH:17][CH:16]=[C:15]([NH2:19])[C:14]=3[CH3:22])=[O:12])=[CH:9][N:8]([CH:23]([CH3:25])[CH3:24])[C:4]=2[N:5]=[CH:6][N:7]=1. Reported procedure: The title compound was prepared from (4-Chloro-7-isopropyl-7H-pyrrolo[2,3-d]pyrimidin-5-yl)-(2-methyl-3-nitro-phenyl)-methanone by procedures analogous to those described for the preparation of (4-Amino-7-cyclopentyl-7H-pyrrolo[2,3-d]pyrimidin-5-yl)-(3-amino-phenyl)methanone. MS: 310.1 (MH+); HPLC Rf: 1.3 min. (HPLC method 2); HPLC purity: 100%. Starting materials: O=C1c2ccccc2C(=O)N1CCCCBr, CCN(C(C)C)C(C)C, CN(C)C=O, c1ccc2c(N3CCNCC3)nsc2c1. Product: O=C1c2ccccc2C(=O)N1CCCCN1CCN(c2nsc3ccccc23)CC1. Reaction SMILES: [Br:16][CH2:17][CH2:18][CH2:19][CH2:20][N:21]1[C:22](=[O:31])[c:23]2[c:24]([cH:27][cH:28][cH:29][cH:30]2)[C:25]1=[O:26].[CH:32]([N:33]([CH2:34][CH3:35])[CH:36]([CH3:37])[CH3:38])([CH3:39])[CH3:40].[O:41]=[CH:42][N:43]([CH3:44])[CH3:45].[s:1]1[n:2][c:3]([N:10]2[CH2:11][CH2:12][NH:13][CH2:14][CH2:15]2)[c:4]2[c:5]1[cH:6][cH:7][cH:8][cH:9]2>>[s:1]1[n:2][c:3]([N:10]2[CH2:11][CH2:12][N:13]([CH2:17][CH2:18][CH2:19][CH2:20][N:21]3[C:22](=[O:31])[c:23]4[c:24]([cH:27][cH:28][cH:29][cH:30]4)[C:25]3=[O:26])[CH2:14][CH2:15]2)[c:4]2[c:5]1[cH:6][cH:7][cH:8][cH:9]2. The reactants are Cl (HCl), C(C1=CC=CC=C1)O[C@H](C(=O)OC)CC(C)C (methyl (2S)-2-benzoxy-4-methylpentanoate), O[Li].O (LiOH.H2O), OO (H2O2). The solvent is CO.O (MeOH H2O). Run at time 24 hour. Product: C(C1=CC=CC=C1)O[C@H](C(=O)O)CC(C)C ((2S)-2-benzoxy-4-methylpentanoic acid), oil. Yield: 100.0%. RXN SMILES: [CH2:1]([O:8][C@@H:9]([CH2:14][CH:15]([CH3:17])[CH3:16])[C:10]([O:12]C)=[O:11])[C:2]1[CH:7]=[CH:6][CH:5]=[CH:4][CH:3]=1.O[Li].O.OO.Cl>CO.O>[CH2:1]([O:8][C@@H:9]([CH2:14][CH:15]([CH3:17])[CH3:16])[C:10]([OH:12])=[O:11])[C:2]1[CH:7]=[CH:6][CH:5]=[CH:4][CH:3]=1 |f:1.2,5.6|. Procedure details: To the above methyl (2S)-2-benzoxy-4-methylpentanoate (0.69 g, 2.92 mmol) in MeOH/H2O (5 mL/1 mL) was added LiOH.H2O (0.28 g, 11.7 mmol) and 30% H2O2 (0.3 mL, 11.7 mmol). After stirring the reaction mixture for 24 h, the mixture was treated with 1N HCl (pH=3) and the methanol was removed in vacuo. The aqueous layer was extracted with EA (4×15 mL). The combined organic layers were washed with 1N HCl (2×10 mL), sat. NaCl (2×10 mL), dried (MgSO4), filtered and concentrated. (2S)-2-benzoxy-4-methylp... Starting materials: O=C(c1ccc(CBr)cc1)C1CCCCC1, [N-]=[N+]=[N-], [Na+], CN(C)C=O, O. Yields the product [N-]=[N+]=NCc1ccc(C(=O)C2CCCCC2)cc1. As a reaction SMILES: [CH:5]1([C:11](=[O:12])[c:13]2[cH:14][cH:15][c:16]([CH2:17][Br:18])[cH:19][cH:20]2)[CH2:6][CH2:7][CH2:8][CH2:9][CH2:10]1.[N-:2]=[N+:3]=[N-:4].[Na+:1].[O:22]=[CH:23][N:24]([CH3:25])[CH3:26].[OH2:21]>>[N:2](=[N+:3]=[N-:4])[CH2:17][c:16]1[cH:15][cH:14][c:13]([C:11]([CH:5]2[CH2:6][CH2:7][CH2:8][CH2:9][CH2:10]2)=[O:12])[cH:20][cH:19]1.